Dataset: the Open Reaction Database (ORD), a public repository of structured organic reaction records. Task: describe an organic reaction: reactants, conditions, products, and yield Reactants: Cl.C(C)(=O)OCC (hydrogen chloride ethyl acetate), C(C)(C)(C)OC(=O)N1CCN(CC1)C=1C(=NC(=CC1)C)C (4-(2,6-dimethylpyridin-3-yl)piperazine-1-carboxylic acid tert-butyl ester), C([O-])([O-])=O.[K+].[K+] (potassium carbonate). The solvent is C(Cl)(Cl)Cl (chloroform). Run at time 8 hour. Yields the product CC1=NC(=CC=C1N1CCNCC1)C (1-(2,6-dimethylpyridin-3-yl)piperazine). Isolated yield 141.8%. Reaction SMILES: C(OC([N:8]1[CH2:13][CH2:12][N:11]([C:14]2[C:15]([CH3:21])=[N:16][C:17]([CH3:20])=[CH:18][CH:19]=2)[CH2:10][CH2:9]1)=O)(C)(C)C.Cl.C(OCC)(=O)C.C(=O)([O-])[O-].[K+].[K+]>C(Cl)(Cl)Cl>[CH3:21][C:15]1[C:14]([N:11]2[CH2:12][CH2:13][NH:8][CH2:9][CH2:10]2)=[CH:19][CH:18]=[C:17]([CH3:20])[N:16]=1 |f:1.2,3.4.5|. Reported procedure: To a mixture of 3-bromo-2,6-dimethylpyridine (2.0 g), t-Boc-piperazine (2 g), palladium(II) acetate (0.12 g), rac-2,2′-bis(diphenylphosphino)-1,1′-binaphthyl (0.31 g) and sodium tert-butoxide (1.34 g) was added toluene (35 mL), and the mixture was stirred with heating under reflux for 9 hr. Water was added to the reaction mixture, and the mixture was extracted with ethyl acetate. The organic layer was washed with saturated brine, and the solvent was evaporated. The obtained residue was purified ...